This data is from the Open Reaction Database (ORD), a public repository of structured organic reaction records. The task is: describe an organic reaction: reactants, conditions, products, and yield Starting materials: NCC=1C=NC=CC1 (3-(aminomethyl)pyridine), CCN(C(C)C)C(C)C (i-Pr2NEt), CS(=O)(=O)Cl (MsCl), FC1=CC=C(C=C1)CN1C(=C(C2=CC=CC=C12)OCC1=CC=CC=C1)C(=O)O (1-[(4-fluorophenyl)methyl]-3-(phenylmethoxy)indole-2-carboxylic acid), C1CCOC1 (THF). Run at time 0.5 hour. Yields the product FC1=CC=C(C=C1)CN1C(=C(C2=CC=CC=C12)OCC1=CC=CC=C1)N(C=O)CC=1C=NC=CC1 ({1-[(4-Fluorophenyl)methyl]-3-(phenylmethoxy)indol-2-yl}-N-(3-pyridylmethyl)formamide). RXN SMILES: [F:1][C:2]1[CH:7]=[CH:6][C:5]([CH2:8][N:9]2[C:17]3[C:12](=[CH:13][CH:14]=[CH:15][CH:16]=3)[C:11]([O:18][CH2:19][C:20]3[CH:25]=[CH:24][CH:23]=[CH:22][CH:21]=3)=[C:10]2C(O)=O)=[CH:4][CH:3]=1.CCN(C(C)C)C(C)C.CS(Cl)(=O)=O.[NH2:43][CH2:44][C:45]1[CH:46]=[N:47][CH:48]=[CH:49][CH:50]=1.C1C[O:54][CH2:53]C1>>[F:1][C:2]1[CH:7]=[CH:6][C:5]([CH2:8][N:9]2[C:17]3[C:12](=[CH:13][CH:14]=[CH:15][CH:16]=3)[C:11]([O:18][CH2:19][C:20]3[CH:25]=[CH:24][CH:23]=[CH:22][CH:21]=3)=[C:10]2[N:43]([CH2:44][C:45]2[CH:46]=[N:47][CH:48]=[CH:49][CH:50]=2)[CH:53]=[O:54])=[CH:4][CH:3]=1. Procedure: Following the procedure describing the preparation of example 166, 1-[(4-fluorophenyl)methyl]-3-(phenylmethoxy)indole-2-carboxylic acid (50 mg) in THF (3.0 mL) at 0° C. was treated with i-Pr2NEt (0.1 mL), MsCl (10 μL), stirred for 0.5 hours and then added 3-(aminomethyl)pyridine (20 mg). After work-up and purification by flash chromatography eluting with 30% EtOAc/hexanes the title amide (27.4 mg) was isolated as a light yellow oil.